This data is from the Open Reaction Database (ORD), a public repository of structured organic reaction records. The task is: describe an organic reaction: reactants, conditions, products, and yield Reactants: O=C([O-])O, CCOC(C)=O, CC(C)=O, OC(COc1ccc(Cl)cc1)(Cn1cncn1)Cn1cncn1, [Na+]. Yields the product O=C(COc1ccc(Cl)cc1)Cn1cncn1. Reaction SMILES: [C:30](=[O:31])([OH:32])[O-:33].[CH3:24][CH2:25][O:26][C:27](=[O:28])[CH3:29].[CH3:35][C:36](=[O:37])[CH3:38].[Cl:1][c:2]1[cH:3][cH:4][c:5]([O:6][CH2:7][C:8]([CH2:9][n:10]2[n:11][cH:12][n:13][cH:14]2)([CH2:15][n:16]2[cH:17][n:18][cH:19][n:20]2)[OH:21])[cH:22][cH:23]1.[Na+:34]>>[Cl:1][c:2]1[cH:3][cH:4][c:5]([O:6][CH2:7][C:8]([CH2:9][n:10]2[n:11][cH:12][n:13][cH:14]2)=[O:21])[cH:22][cH:23]1. Reactants: C(C)(C)(C)C=1C=CC(=C(C=O)C1)O (5-tert-butyl-2-hydroxybenzaldehyde), N1C=NC=C1 (imidazole), CC(C)(C)[Si](C)(C)Cl (TBSCl). Run in CN(C)C=O (DMF). Reaction conditions: time 15 hour. Product: C(C)(C)(C)C=1C=CC(=C(C=O)C1)O[Si](C)(C)C(C)(C)C (5-tert-butyl-2-(tert-butyldimethylsilyloxy)benzaldehyde). The yield is 114.3%. As a reaction SMILES: [C:1]([C:5]1[CH:6]=[CH:7][C:8]([OH:13])=[C:9]([CH:12]=1)[CH:10]=[O:11])([CH3:4])([CH3:3])[CH3:2].N1C=CN=C1.[CH3:19][C:20]([Si:23](Cl)([CH3:25])[CH3:24])([CH3:22])[CH3:21]>CN(C=O)C>[C:1]([C:5]1[CH:6]=[CH:7][C:8]([O:13][Si:23]([C:20]([CH3:22])([CH3:21])[CH3:19])([CH3:25])[CH3:24])=[C:9]([CH:12]=1)[CH:10]=[O:11])([CH3:4])([CH3:2])[CH3:3]. Procedure details: To a stirred solution of 5-tert-butyl-2-hydroxybenzaldehyde (570 mg, 3.2 mmol) in DMF (5 mL) was added imidazole (435 mg, 6.4 mmol) and TBSCl (576 mg, 3.8 mmol). The reaction mixture was stirred for 15 h and quenched with saturated aqueous NH4Cl. The resulting mixture was extracted with EtOAc (2×20 mL). The combined organic layer was washed with H2O, brine, dried with Na2SO4 and concentrated under reduced pressure to provide 5-tert-butyl-2-(tert-butyldimethylsilyloxy)benzaldehyde (1.07 g, quanti...